From a dataset of the Open Reaction Database (ORD), a public repository of structured organic reaction records. describe an organic reaction: reactants, conditions, products, and yield Procedure: A mixture of lithium aluminum hydride (0.1 g) with THF (10 ml) was stirred under ice cooling, followed by gradually dropwise adding a mixed solution of (+)-ethyl 2-butoxy-3,3,3-trifluoropropionate (0.8 g) obtained in Example 7 with THF (5 ml), followed by raising the temperature up to room temperature, stirring for one hour, again cooling with ice, dropwise adding 2N NaOH aqueous solution, filtering off deposited substance, extracting with ether (50 ml), washing with saturated NaCl aqueous solut... The product is C(CCC)OC(CO)C(F)(F)F ((-)-2-butoxy-3,3,3-trifluoro-1-propanol). Run in C1CCOC1 (THF), C1CCOC1 (THF). The reactants are [H-].[Al+3].[Li+].[H-].[H-].[H-] (lithium aluminum hydride), C(CCC)OC(C(=O)OCC)C(F)(F)F ((+)-ethyl 2-butoxy-3,3,3-trifluoropropionate), [OH-].[Na+] (NaOH). RXN SMILES: [H-].[Al+3].[Li+].[H-].[H-].[H-].[CH2:7]([O:11][CH:12]([C:18]([F:21])([F:20])[F:19])[C:13](OCC)=[O:14])[CH2:8][CH2:9][CH3:10].[OH-].[Na+]>C1COCC1>[CH2:7]([O:11][CH:12]([C:18]([F:19])([F:20])[F:21])[CH2:13][OH:14])[CH2:8][CH2:9][CH3:10] |f:0.1.2.3.4.5,7.8|. Reactants: COc1c(C(=O)N2CCCCC2CN(C(=O)[O-])C(C)(C)C)sc2c1c(=O)n(CC(=O)c1ccccc1)c1ccccc21, CCOC(C)=O, CCOC(C)=O, Cl. Product: Cl, COc1c(C(=O)N2CCCCC2CN)sc2c1c(=O)n(CC(=O)c1ccccc1)c1ccccc21. RXN SMILES: [C:1]([N:5]([C:2](=[O:3])[O-:4])[CH2:9][CH:10]1[N:11]([C:16](=[O:17])[c:18]2[c:19]([O:41][CH3:42])[c:20]3[c:21](=[O:40])[n:22]([CH2:31][C:32]([c:33]4[cH:34][cH:35][cH:36][cH:37][cH:38]4)=[O:39])[c:23]4[cH:24][cH:25][cH:26][cH:27][c:28]4[c:29]3[s:30]2)[CH2:12][CH2:13][CH2:14][CH2:15]1)([CH3:6])([CH3:7])[CH3:8].[C:43]([O:44][CH2:45][CH3:46])(=[O:47])[CH3:48].[CH3:50][CH2:51][O:52][C:53](=[O:54])[CH3:55].[ClH:49]>>[ClH:49].[NH2:5][CH2:9][CH:10]1[N:11]([C:16](=[O:17])[c:18]2[c:19]([O:41][CH3:42])[c:20]3[c:21](=[O:40])[n:22]([CH2:31][C:32]([c:33]4[cH:34][cH:35][cH:36][cH:37][cH:38]4)=[O:39])[c:23]4[cH:24][cH:25][cH:26][cH:27][c:28]4[c:29]3[s:30]2)[CH2:12][CH2:13][CH2:14][CH2:15]1. Reactants: [Br-].CC1(C=2C=CC(=CC2C(CC1)(C)C)C(C)[P+](C1=CC=CC=C1)(C1=CC=CC=C1)C1=CC=CC=C1)C ([1-(5,6,7,8-tetrahydro-5,5,8,8-tetramethyl-2-naphthyl)ethyl]-triphenylphosphonium bromide), CC1=C(C=O)C=CC(=C1)C (2,4-dimethyl-benzaldehyde). The product is C/C(=C\C1=C(C=C(C=C1)C)C)/C=1C=C2C(CCC(C2=CC1)(C)C)(C)C (6-[(E)-α,2,4-trimethylstyryl]-1,2,3,4-tetrahydro-1,1,4,4-tetramethylnaphthalene). As a reaction SMILES: [Br-].[CH3:2][C:3]1([CH3:36])[CH2:12][CH2:11][C:10]([CH3:14])([CH3:13])[C:9]2[CH:8]=[C:7]([CH:15]([P+](C3C=CC=CC=3)(C3C=CC=CC=3)C3C=CC=CC=3)[CH3:16])[CH:6]=[CH:5][C:4]1=2.[CH3:37][C:38]1[CH:45]=[C:44]([CH3:46])[CH:43]=[CH:42][C:39]=1[CH:40]=O>>[CH3:16]/[C:15](/[C:7]1[CH:8]=[C:9]2[C:4](=[CH:5][CH:6]=1)[C:3]([CH3:36])([CH3:2])[CH2:12][CH2:11][C:10]2([CH3:14])[CH3:13])=[CH:40]\[C:39]1[CH:42]=[CH:43][C:44]([CH3:46])=[CH:45][C:38]=1[CH3:37] |f:0.1|. Reported procedure: In a manner analogous to that described in Example 1, from [1-(5,6,7,8-tetrahydro-5,5,8,8-tetramethyl-2-naphthyl)ethyl]-triphenylphosphonium bromide and 2,4-dimethyl-benzaldehyde there can be obtained 6-[(E)-α,2,4-trimethylstyryl]-1,2,3,4-tetrahydro-1,1,4,4-tetramethylnaphthalene of melting point 54°-56° C. Starting materials: CC(c1c(F)cc2ncccc2c1F)n1nnc2ncc(Br)nc21, C=C(OCC)[Sn](CCCC)(CCCC)CCCC, CN(C)C=O, c1ccc(P(c2ccccc2)(c2ccccc2)[Pd](P(c2ccccc2)(c2ccccc2)c2ccccc2)(P(c2ccccc2)(c2ccccc2)c2ccccc2)P(c2ccccc2)(c2ccccc2)c2ccccc2)cc1. Yields the product C=C(OCC)c1cnc2nnn(C(C)c3c(F)cc4ncccc4c3F)c2n1. RXN SMILES: [Br:1][c:2]1[cH:3][n:4][c:5]2[c:6]([n:7]1)[n:8]([CH:11]([CH3:12])[c:13]1[c:14]([F:24])[c:15]3[cH:16][cH:17][cH:18][n:19][c:20]3[cH:21][c:22]1[F:23])[n:9][n:10]2.[CH2:25]([Sn:26]([CH2:27][CH2:28][CH2:29][CH3:35])([C:30](=[CH2:31])[O:32][CH2:33][CH3:34])[CH2:36][CH2:37][CH2:38][CH3:39])[CH2:40][CH2:41][CH3:42].[O:43]=[CH:44][N:45]([CH3:46])[CH3:47].[cH:48]1[cH:49][cH:50][c:51]([P:52]([Pd:53]([P:54]([c:55]2[cH:56][cH:57][cH:58][cH:59][cH:60]2)([c:61]2[cH:62][cH:63][cH:64][cH:65][cH:66]2)[c:67]2[cH:68][cH:69][cH:70][cH:71][cH:72]2)([P:73]([c:74]2[cH:75][cH:76][cH:77][cH:78][cH:79]2)([c:80]2[cH:81][cH:82][cH:83][cH:84][cH:85]2)[c:86]2[cH:87][cH:88][cH:89][cH:90][cH:91]2)[P:92]([c:93]2[cH:94][cH:95][cH:96][cH:97][cH:98]2)([c:99]2[cH:100][cH:101][cH:102][cH:103][cH:104]2)[c:105]2[cH:106][cH:107][cH:108][cH:109][cH:110]2)([c:111]2[cH:112][cH:113][cH:114][cH:115][cH:116]2)[c:117]2[cH:118][cH:119][cH:120][cH:121][cH:122]2)[cH:123][cH:124]1>>[c:2]1([C:30](=[CH2:31])[O:32][CH2:33][CH3:34])[cH:3][n:4][c:5]2[c:6]([n:7]1)[n:8]([CH:11]([CH3:12])[c:13]1[c:14]([F:24])[c:15]3[cH:16][cH:17][cH:18][n:19][c:20]3[cH:21][c:22]1[F:23])[n:9][n:10]2. Procedure: To a solution of (6aR,7aS,8S,11aS)-5,8-bis(dimethylamino)-9,11a,12-trihydroxy-11,13-dioxo-2-thioxo-2,3,6,6a,7,7a,8,11,11a,13-decahydrotetraceno[2,1-d][1,3]oxazole-10-carboxamide (Example 42) in N,N-dimethylformamide (DMF) is added 2 equivalents of diisopropylethylamine, after stirring for 5 min. 1.2 equivalent of benzyl-2-bromoacetate is added. The reaction mixture is stirred for 1 hr and mixture triturated with diethyl ether and solid is collected. It is purified by extraction. The reactants are CN(C1=CC=2NC(OC2C=2C(C3=C([C@@]4(C(C(=C([C@H]([C@@H]4C[C@@H]3CC12)N(C)C)O)C(=O)N)=O)O)O)=O)=S)C ((6aR,7aS,8S,11aS)-5,8-bis(dimethylamino)-9,11a,12-trihydroxy-11,13-dioxo-2-thioxo-2,3,6,6a,7,7a,8,11,11a,13-decahydrotetraceno[2,1-d][1,3]oxazole-10-carboxamide), C(C)(C)N(CC)C(C)C (diisopropylethylamine), C(C1=CC=CC=C1)OC(CBr)=O (benzyl-2-bromoacetate). Yields the product NC(=O)C1=C([C@H]([C@@H]2C[C@@H]3CC=4C(=CC=5N=C(OC5C4C(C3=C([C@@]2(C1=O)O)O)=O)SCC(=O)OCC1=CC=CC=C1)N(C)C)N(C)C)O (benzyl {[(6aR,7aS,8S,11aS)-10-(aminocarbonyl)-5,8-bis(dimethylamino)-9,11a,12-trihydroxy-11,13-dioxo-6,6a,7,7a,8,11,11a,13-octahydrotetraceno[2,1-d][1,3]oxazol-2-yl]thio}acetate). Run in CN(C=O)C (N,N-dimethylformamide). Conditions: time 5 minute. Reaction SMILES: [CH3:1][N:2]([CH3:36])[C:3]1[C:23]2[CH2:22][C@@H:21]3[C:12](=[C:13]([OH:33])[C@@:14]4([OH:32])[C@@H:19]([CH2:20]3)[C@H:18]([N:24]([CH3:26])[CH3:25])[C:17]([OH:27])=[C:16]([C:28]([NH2:30])=[O:29])[C:15]4=[O:31])[C:11](=[O:34])[C:10]=2[C:9]2[O:8][C:7](=[S:35])[NH:6][C:5]=2[CH:4]=1.C(N(C(C)C)CC)(C)C.[CH2:46]([O:53][C:54](=[O:57])[CH2:55]Br)[C:47]1[CH:52]=[CH:51][CH:50]=[CH:49][CH:48]=1>CN(C)C=O>[NH2:30][C:28]([C:16]1[C:15](=[O:31])[C@:14]2([OH:32])[C@@H:19]([CH2:20][C@H:21]3[C:12](=[C:13]2[OH:33])[C:11](=[O:34])[C:10]2[C:9]4[O:8][C:7]([S:35][CH2:55][C:54]([O:53][CH2:46][C:47]5[CH:52]=[CH:51][CH:50]=[CH:49][CH:48]=5)=[O:57])=[N:6][C:5]=4[CH:4]=[C:3]([N:2]([CH3:36])[CH3:1])[C:23]=2[CH2:22]3)[C@H:18]([N:24]([CH3:25])[CH3:26])[C:17]=1[OH:27])=[O:29]. Reactants: Cl (hydrochloric acid), C(C)(=O)OCC (ethyl acetate), FC1=C(C(=O)C2=CC=CC=C2)C=C(C=C1)F (2,5-difluorobenzophenone), [S-2].[Li+].[Li+] (lithium sulfide), 1200C. Run in O (water), CS(=O)C (DMSO). The product is FC1=CC(=C(C=C1)S)C(C1=CC=CC=C1)=O (4-fluoro-2-benzoylthiophenol). Isolated yield 98.0%. Reaction SMILES: F[C:2]1[CH:15]=[CH:14][C:13]([F:16])=[CH:12][C:3]=1[C:4]([C:6]1[CH:11]=[CH:10][CH:9]=[CH:8][CH:7]=1)=[O:5].[S-2:17].[Li+].[Li+].Cl.C(OCC)(=O)C>CS(C)=O.O>[F:16][C:13]1[CH:14]=[CH:15][C:2]([SH:17])=[C:3]([C:4](=[O:5])[C:6]2[CH:11]=[CH:10][CH:9]=[CH:8][CH:7]=2)[CH:12]=1 |f:1.2.3|. Procedure: To a solution of 10.1 g of 2,5-difluorobenzophenone in 200 ml of DMSO was added 3.5 g of lithium sulfide (manufactured by ALDRICH CHEMICAL COMPANY) and the mixture was stirred in a nitrogen atmosphere at 1200C for 3 hours. To the reaction solution was added 200 ml of 1N hydrochloric acid under ice cooling, and further 400 ml of ethyl acetate and 200 ml of water were added to the mixture to separate it. The organic layer was washed with 400 ml of water and then with 200 ml of saturated saline. Th...